This data is from the Open Reaction Database (ORD), a public repository of structured organic reaction records. The task is: describe an organic reaction: reactants, conditions, products, and yield Reactants: example 5 ( 1 ), NCC(C(=O)OC)C1(OCCO1)C (methyl 3-amino-2-(2-methyl-[1,3]dioxolan-2-yl)propionate), [N+](=O)([O-])C=1C=C2C(C(=O)OC2=O)=CC1 (4-nitrophthalic anhydride). Yields the product [N+](=O)([O-])C=1C=C2C(N(C(C2=CC1)=O)CC(C(=O)OC)C1(OCCO1)C)=O (Methyl 3-(5-nitro-1,3-dioxo-1,3-dihydro-isoindol-2-yl)-2-(2-methyl-[1,3]dioxolan-2-yl)propionate). Reaction SMILES: [NH2:1][CH2:2][CH:3]([C:8]1([CH3:13])[O:12][CH2:11][CH2:10][O:9]1)[C:4]([O:6][CH3:7])=[O:5].[N+:14]([C:17]1[CH:18]=[C:19]2[C:24](=O)[O:23][C:21](=[O:22])[C:20]2=[CH:26][CH:27]=1)([O-:16])=[O:15]>>[N+:14]([C:17]1[CH:18]=[C:19]2[C:20](=[CH:26][CH:27]=1)[C:21](=[O:22])[N:1]([CH2:2][CH:3]([C:8]1([CH3:13])[O:9][CH2:10][CH2:11][O:12]1)[C:4]([O:6][CH3:7])=[O:5])[C:24]2=[O:23])([O-:16])=[O:15]. Procedure details: Methyl 3-(5-nitro-1,3-dioxo-1,3-dihydro-isoindol-2-yl)-2-(2-methyl-[1,3]dioxolan-2-yl)propionate was prepared (1.60 g, 42%) in the same manner as described in the above example 5 (1) from methyl 3-amino-2-(2-methyl-[1,3]dioxolan-2-yl)propionate (2.00 g, 10.57 mmol) and 4-nitrophthalic anhydride (0.57 g, 3.43 mmol), and the obtained product was identified with the following NMR data. Starting materials: C1CCOC1, CN, CO, Cl, CC1CCC(c2cccc(NC(=O)N3CCC(=O)CC3)c2)(N2CCN(c3ccccc3)CC2)CC1. Yields the product CNC1CCN(C(=O)Nc2cccc(C3(N4CCN(c5ccccc5)CC4)CCC(C)CC3)c2)CC1. Reaction SMILES: [CH2:39]1[O:40][CH2:41][CH2:42][CH2:43]1.[CH3:2][NH2:3].[CH3:44][OH:45].[ClH:1].[O:4]=[C:5]1[CH2:6][CH2:7][N:8]([C:11](=[O:12])[NH:13][c:14]2[cH:15][c:16]([C:20]3([N:27]4[CH2:28][CH2:29][N:30]([c:33]5[cH:34][cH:35][cH:36][cH:37][cH:38]5)[CH2:31][CH2:32]4)[CH2:21][CH2:22][CH:23]([CH3:26])[CH2:24][CH2:25]3)[cH:17][cH:18][cH:19]2)[CH2:9][CH2:10]1>>[CH3:2][NH:3][CH:5]1[CH2:6][CH2:7][N:8]([C:11](=[O:12])[NH:13][c:14]2[cH:15][c:16]([C:20]3([N:27]4[CH2:28][CH2:29][N:30]([c:33]5[cH:34][cH:35][cH:36][cH:37][cH:38]5)[CH2:31][CH2:32]4)[CH2:21][CH2:22][CH:23]([CH3:26])[CH2:24][CH2:25]3)[cH:17][cH:18][cH:19]2)[CH2:9][CH2:10]1. Reactants: C(C)(C)(C)[C@@H]1CC[C@H](CC1)OC=1C(=C2C=CC(=CC2=CC1)CN1CC(C1)C(=O)OC)C(F)(F)F (methyl 1-((6-(trans-4-tert-butylcyclohexyloxy)-5-(trifluoromethyl)naphthalen-2-yl)methyl)azetidine-3-carboxylate), [OH-].[Na+] (NaOH), Cl (HCl). Solvent: C(C)O (ethanol). Reaction conditions: temperature 0 celsius. Yields the product C(C)(C)(C)[C@@H]1CC[C@H](CC1)OC=1C(=C2C=CC(=CC2=CC1)CN1CC(C1)C(=O)O)C(F)(F)F (1-((6-(trans-4-tert-butylcyclohexyloxy)-5-(trifluoromethyl)naphthalen-2-yl)methyl)azetidine-3-carboxylic acid). Isolated yield 60.4%. Reaction SMILES: [C:1]([C@H:5]1[CH2:10][CH2:9][C@H:8]([O:11][C:12]2[C:13]([C:31]([F:34])([F:33])[F:32])=[C:14]3[C:19](=[CH:20][CH:21]=2)[CH:18]=[C:17]([CH2:22][N:23]2[CH2:26][CH:25]([C:27]([O:29]C)=[O:28])[CH2:24]2)[CH:16]=[CH:15]3)[CH2:7][CH2:6]1)([CH3:4])([CH3:3])[CH3:2].[OH-].[Na+].Cl>C(O)C>[C:1]([C@H:5]1[CH2:6][CH2:7][C@H:8]([O:11][C:12]2[C:13]([C:31]([F:34])([F:32])[F:33])=[C:14]3[C:19](=[CH:20][CH:21]=2)[CH:18]=[C:17]([CH2:22][N:23]2[CH2:26][CH:25]([C:27]([OH:29])=[O:28])[CH2:24]2)[CH:16]=[CH:15]3)[CH2:9][CH2:10]1)([CH3:4])([CH3:2])[CH3:3] |f:1.2|. Procedure: To a solution of methyl 1-((6-(trans-4-tert-butylcyclohexyloxy)-5-(trifluoromethyl)naphthalen-2-yl)methyl)azetidine-3-carboxylate (100 mg, 0.25 mmol) in ethanol (10 mL) was added aqueous NaOH (3 mL, 20%) and refluxed for 1 h. Then the reaction was cooled to 0° C., the pH of the solution was adjusted to 6 with 1 M HCl, and concentrated. The residue was dissolved in dichloromethane, washed with water, dried and concentrated to give 1-((6-(trans-4-tert-butylcyclohexyloxy)-5-(trifluoromethyl)naphtha... Reactants: [OH-].[Na+] (NaOH), O[C@@H](CNC(=O)[C@@H]1OC2=CC=C(C=C2CC1)[N+](=O)[O-])C=1C=NC=CC1 ((2R)-N-[(2R)-2-hydroxy-2-(3-pyridinyl)ethyl]-6-nitro-3,4-dihydro-2H-chromene-2-carboxamide), Cl (HCl), CO (Methanol). Solvent: O (water), C(C)(=O)OCC (ethyl acetate), C1CCOC1 (THF). Product: [N+](=O)([O-])C=1C=C2CC[C@@H](OC2=CC1)CNC[C@H](O)C=1C=NC=CC1 ((1R)-2-({[(2R)-6-nitro-3,4-dihydro-2H-chromen-2-yl]methyl}amino)-1-(3-pyridinyl)ethanol). Yield: 65.8%. Reaction SMILES: [OH:1][C@H:2]([C:20]1[CH:21]=[N:22][CH:23]=[CH:24][CH:25]=1)[CH2:3][NH:4][C:5]([C@H:7]1[CH2:16][CH2:15][C:14]2[C:9](=[CH:10][CH:11]=[C:12]([N+:17]([O-:19])=[O:18])[CH:13]=2)[O:8]1)=O.CO.Cl.[OH-].[Na+]>C1COCC1.O.C(OCC)(=O)C>[N+:17]([C:12]1[CH:13]=[C:14]2[C:9](=[CH:10][CH:11]=1)[O:8][C@@H:7]([CH2:5][NH:4][CH2:3][C@@H:2]([C:20]1[CH:21]=[N:22][CH:23]=[CH:24][CH:25]=1)[OH:1])[CH2:16][CH2:15]2)([O-:19])=[O:18] |f:3.4|. Reported procedure: (2R)-N-[(2R)-2-Hydroxy-2-(3-pyridinyl)ethyl]-6-nitro-3,4-dihydro-2H-chromene-2-carboxamide (Example 169, 1.0 g, 3 mmol) was dissolved in 15 mL of THF and borane-dimethylsulfide complex (1.4 mL, 12.6 mmol) was added dropwise. The reaction was refluxed for one hour after which TLC showed no remaining starting material. Methanol (0.5 mL) was then added dropwise followed by 6N HCl (0.5 mL) and the reaction was refluxed an additional 1.5 hours. The solution was then cooled and diluted with water and ... The reactants are Cl.NC1=NCC(CC1)C(=O)O (2-Amino-3,4,5,6-tetrahydropyridine-5-carboxylic acid HCl), S(=O)(Cl)Cl (thionyl chloride), CO (methanol). Yields the product Cl.NC1=NCC(CC1)C(=O)OC (2-Amino-5-methoxycarbonyl-3,4,5,6-tetrahydropyridine HCl). The yield is 54.0%. RXN SMILES: Cl.[NH2:2][C:3]1[CH2:8][CH2:7][CH:6]([C:9]([OH:11])=[O:10])[CH2:5][N:4]=1.S(Cl)([Cl:14])=O.[CH3:16]O>>[ClH:14].[NH2:2][C:3]1[CH2:8][CH2:7][CH:6]([C:9]([O:11][CH3:16])=[O:10])[CH2:5][N:4]=1 |f:0.1,4.5|. Reported procedure: 2-Amino-3,4,5,6-tetrahydropyridine-5-carboxylic acid HCl (1 g, 5.6 mmol) was suspended in anhydrous methanol (100 ml), and thionyl chloride (0.5 ml, 7 mmol) was added dropwise with stirring at room temperature. The resulting solution was refluxed overnight and then evaporated to dryness in vacuo. The resulting crude white solid was recrystallized from methanol/ether to give white crystals 589 mg (54%) mp 177°-179° C., identified as product by 300 MHz nmr and ir 1733 cm-1. Calculated: C 43.64, H ... Reactants: ClCCl, Cl, CC(=O)Cc1c([N+](=O)[O-])ccc(F)c1F, [Li+], [OH-], O, OCc1ccccc1. Yields the product CC(=O)Cc1c([N+](=O)[O-])ccc(OCc2ccccc2)c1F. RXN SMILES: [Cl:28][CH2:29][Cl:30].[ClH:27].[F:1][c:2]1[c:3]([CH2:12][C:13]([CH3:14])=[O:15])[c:4]([N+:9](=[O:10])[O-:11])[cH:5][cH:6][c:7]1[F:8].[Li+:25].[OH-:24].[OH2:26].[OH:16][CH2:17][c:18]1[cH:19][cH:20][cH:21][cH:22][cH:23]1>>[F:1][c:2]1[c:3]([CH2:12][C:13]([CH3:14])=[O:15])[c:4]([N+:9](=[O:10])[O-:11])[cH:5][cH:6][c:7]1[O:16][CH2:17][c:18]1[cH:19][cH:20][cH:21][cH:22][cH:23]1. Reactants: FC1=CC=C(C=C1)C1=NN(C=C1C=1C=CC=2N(C1)C(=CN2)C2=CC=C(OCCCN=[N+]=[N-])C=C2)C(C2=CC=CC=C2)(C2=CC=CC=C2)C2=CC=CC=C2 (3-(4-{6-[3-(4-fluorophenyl)-1-trityl-1H-4-pyrazolyl]imidazo[1,2-a]pyridin-3-yl}phenoxy)-propyl azide), C(CCC)P (n-butyl phosphine), S(=O)(=O)([O-])[O-].[Na+].[Na+] (sodium sulfate), O (water). The solvent is O1CCCC1 (tetrahydrofuran), C(C)(=O)OCC (Ethyl acetate). Reaction conditions: time 2 hour. The product is FC1=CC=C(C=C1)C1=NN(C=C1C=1C=CC=2N(C1)C(=CN2)C2=CC=C(OCCCN)C=C2)C(C2=CC=CC=C2)(C2=CC=CC=C2)C2=CC=CC=C2 (3-(4-{6-[3-(4-Fluorophenyl)-1-trityl-1H-4-pyrazolyl]imidazo[1,2-a]pyridin-3-yl}phenoxy)propylamine). Yield: 84.9%. RXN SMILES: [F:1][C:2]1[CH:7]=[CH:6][C:5]([C:8]2[C:12]([C:13]3[CH:14]=[CH:15][C:16]4[N:17]([C:19]([C:22]5[CH:34]=[CH:33][C:25]([O:26][CH2:27][CH2:28][CH2:29][N:30]=[N+]=[N-])=[CH:24][CH:23]=5)=[CH:20][N:21]=4)[CH:18]=3)=[CH:11][N:10]([C:35]([C:48]3[CH:53]=[CH:52][CH:51]=[CH:50][CH:49]=3)([C:42]3[CH:47]=[CH:46][CH:45]=[CH:44][CH:43]=3)[C:36]3[CH:41]=[CH:40][CH:39]=[CH:38][CH:37]=3)[N:9]=2)=[CH:4][CH:3]=1.C(P)CCC.O.S([O-])([O-])(=O)=O.[Na+].[Na+]>O1CCCC1.C(OCC)(=O)C>[F:1][C:2]1[CH:3]=[CH:4][C:5]([C:8]2[C:12]([C:13]3[CH:14]=[CH:15][C:16]4[N:17]([C:19]([C:22]5[CH:34]=[CH:33][C:25]([O:26][CH2:27][CH2:28][CH2:29][NH2:30])=[CH:24][CH:23]=5)=[CH:20][N:21]=4)[CH:18]=3)=[CH:11][N:10]([C:35]([C:48]3[CH:49]=[CH:50][CH:51]=[CH:52][CH:53]=3)([C:42]3[CH:43]=[CH:44][CH:45]=[CH:46][CH:47]=3)[C:36]3[CH:41]=[CH:40][CH:39]=[CH:38][CH:37]=3)[N:9]=2)=[CH:6][CH:7]=1 |f:3.4.5|. Procedure: A solution of 351 mg 3-(4-{6-[3-(4-fluorophenyl)-1-trityl-1H-4-pyrazolyl]imidazo[1,2-a]pyridin-3-yl}phenoxy)-propyl azide obtained in Example 15 in 10 mL tetrahydrofuran was stirred at room temperature in a stream of nitrogen, 0.15 mL n-butyl phosphine was added thereto and stirred for 2 hours. Then, 2 mL water was added thereto and further stirred for 4 hours. Ethyl acetate and anhydrous sodium sulfate were added to the reaction solution and stirred. The drying agent was filtered off, the filtr... The reactants are [Na] (sodium), COC(CC#N)CC (3-methoxyvaleronitrile), C(C)O (ethanol), NC1=NN(CC1)C1=NC(=CC=C1)Cl (2-(3-Amino-2-pyrazolin-1-yl)-6-chloropyridine). Solvent: O.ClCCl (water dichloromethane). Product: NC1=NN(C(C1)CC)C1=NC(=CC=C1)Cl (2-(3-Amino-5-ethyl-2-pyrazolin-1-yl)-6-chloropyridine). RXN SMILES: [Na].[CH2:2](O)[CH3:3].[NH2:5][C:6]1[CH2:10][CH2:9][N:8]([C:11]2[CH:16]=[CH:15][CH:14]=[C:13]([Cl:17])[N:12]=2)[N:7]=1.COC(CC)CC#N>O.ClCCl>[NH2:5][C:6]1[CH2:10][CH:9]([CH2:2][CH3:3])[N:8]([C:11]2[CH:16]=[CH:15][CH:14]=[C:13]([Cl:17])[N:12]=2)[N:7]=1 |f:4.5,^1:0|. Procedure details: A 0.26 g. amount of sodium metal is dissolved in 100 ml. of absolute ethanol, then 8.1 g. of 2-chloro-6-hydrazinopyridine (Example 2) is added followed by 6.4 g. of 3-methoxyvaleronitrile. The reaction mixture is refluxed for 16 hours, then is evaporated in vacuo to give a solid. The solid is dissolved in water/dichloromethane. The organic layer is separated, dried over magnesium sulfate, filtered through anhydrous magnesium silicate and concentrated while adding hexane to yield 7.0 g. of pale y...